From a dataset of the Open Reaction Database (ORD), a public repository of structured organic reaction records. describe an organic reaction: reactants, conditions, products, and yield The reactants are C(C)(C)(C)C1=NN=C(S1)NC(CC(=O)CBr)=O (N-(5-tert-butyl-1,3,4-thiadiazol-2-yl)-4-bromoacetoacetamide), C(C)O (ethanol), CNC(=S)N (N-methylthiourea), C([O-])(O)=O.[Na+] (sodium bicarbonate). Solvent: O (water). The product is C(C)(C)(C)C1=NN=C(S1)NC(=O)CC=1N=C(SC1)NC (4-(5-TERT-BUTYL-1,3,4-THIADIAZOL-2-YLCARBAMOYLMETHYL)-2-METHYLAMINOTHIAZOLE). The yield is 87.2%. As a reaction SMILES: [C:1]([C:5]1[S:9][C:8]([NH:10][C:11](=[O:17])[CH2:12][C:13]([CH2:15]Br)=O)=[N:7][N:6]=1)([CH3:4])([CH3:3])[CH3:2].C(O)C.[CH3:21][NH:22][C:23]([NH2:25])=[S:24].C(=O)(O)[O-].[Na+]>O>[C:1]([C:5]1[S:9][C:8]([NH:10][C:11]([CH2:12][C:13]2[N:25]=[C:23]([NH:22][CH3:21])[S:24][CH:15]=2)=[O:17])=[N:7][N:6]=1)([CH3:4])([CH3:3])[CH3:2] |f:3.4|. Procedure details: A reaction mixture containing 11.4 g (0.035 mole) of N-(5-tert-butyl-1,3,4-thiadiazol-2-yl)-4-bromoacetoacetamide, 150 ml of ethanol and 3.3 g (0.036 mole) of N-methylthiourea was refluxed for four hours. The reaction solution was poured into 300 ml of water and treated with excess aqueous sodium bicarbonate. The product was isolated and dried. There was obtained 9.5 g (87.2%) of white solid, m.p. 198°-200° (dec.). N.M.R. (CDCl3) ∂ 1.4 [C(CH3)3 ], 3.0 (CH3), 3.8 (CH2), 6.4 (hetero-aromatic). The reactants are COC(C1=CN=C(C(=C1)Br)Cl)=O (5-bromo-6-chloro-nicotinic acid methyl ester), NCC(C)(O)C1CC1 (rac-1-amino-2-cyclopropyl-propan-2-ol), C1(CC1)CO (cyclopropylmethanol), FC1=CC=C(C=C1)B(O)O (4-fluorophenylboronic acid). The product is C1(CC1)[C@@](CNC(C1=CN=C(C(=C1)C1=CC=C(C=C1)F)OCC1CC1)=O)(C)O (N—((R)-2-Cyclopropyl-2-hydroxy-propyl)-6-cyclopropylmethoxy-5-(4-fluoro-phenyl)-nicotinamide). As a reaction SMILES: CO[C:3](=[O:12])[C:4]1[CH:9]=[C:8](Br)[C:7](Cl)=[N:6][CH:5]=1.[CH:13]1([CH2:16][OH:17])[CH2:15][CH2:14]1.[F:18][C:19]1[CH:24]=[CH:23][C:22](B(O)O)=[CH:21][CH:20]=1.[NH2:28][CH2:29][C:30]([CH:33]1[CH2:35][CH2:34]1)([OH:32])[CH3:31]>>[CH:33]1([C@:30]([OH:32])([CH3:31])[CH2:29][NH:28][C:3](=[O:12])[C:4]2[CH:9]=[C:8]([C:22]3[CH:23]=[CH:24][C:19]([F:18])=[CH:20][CH:21]=3)[C:7]([O:17][CH2:16][CH:13]3[CH2:15][CH2:14]3)=[N:6][CH:5]=2)[CH2:35][CH2:34]1. Procedure details: The title compound was synthesized in analogy to the procedure described for the preparation of Example 43, using 5-bromo-6-chloro-nicotinic acid methyl ester, cyclopropylmethanol (commercially available), 4-fluorophenylboronic acid (commercially available) and rac-1-amino-2-cyclopropyl-propan-2-ol (commercially available) as starting materials. The two enantiomers were separated by column chromatography on chiral phase. MS (ISP): 385.3 (M+H+). Starting materials: C(C)(C)(C)OC(=O)N1CCC(CC1)CNC=1C=C2CN(C(C2=C(C1)Cl)=O)CC1=CC=C(C=C1)OC(F)(F)F (4- {[7-Chloro-1-oxo-2-(4-trifluoromethoxy-benzyl)-2,3-dihydro-1H-isoindol-5-ylamino]-methyl}-piperidine-1-carboxylic acid tert-butyl ester). Solvent: C(=O)O (formic acid). Yields the product ClC=1C=C(C=C2CN(C(C12)=O)CC1=CC=C(C=C1)OC(F)(F)F)NCC1CCNCC1 (7-Chloro-5-[(piperidin-4-ylmethyl)-amino]-2-(4-trifluoromethoxy-benzyl)-2,3-dihydro-isoindol-1-one). Yield: 75.3%. Reaction SMILES: C(OC([N:8]1[CH2:13][CH2:12][CH:11]([CH2:14][NH:15][C:16]2[CH:17]=[C:18]3[C:22](=[C:23]([Cl:25])[CH:24]=2)[C:21](=[O:26])[N:20]([CH2:27][C:28]2[CH:33]=[CH:32][C:31]([O:34][C:35]([F:38])([F:37])[F:36])=[CH:30][CH:29]=2)[CH2:19]3)[CH2:10][CH2:9]1)=O)(C)(C)C>C(O)=O>[Cl:25][C:23]1[CH:24]=[C:16]([NH:15][CH2:14][CH:11]2[CH2:12][CH2:13][NH:8][CH2:9][CH2:10]2)[CH:17]=[C:18]2[C:22]=1[C:21](=[O:26])[N:20]([CH2:27][C:28]1[CH:33]=[CH:32][C:31]([O:34][C:35]([F:37])([F:36])[F:38])=[CH:30][CH:29]=1)[CH2:19]2. Procedure details: 4- {[7-Chloro-1-oxo-2-(4-trifluoromethoxy-benzyl)-2,3-dihydro-1H-isoindol-5-ylamino]-methyl}-piperidine-1-carboxylic acid tert-butyl ester (47 mg, 0.0848 mmol) was stirred in formic acid (4 mL) overnight at room temperature and the solvent was removed under vacuum. The resulting residue was triturated with ether to provide the title compound (29 mg, 74%) as a colorless solid. 1H NMR (300 MHz, CDCl3): δ 8.44 (s, 2H), 7.59 (s, 1H), 7.53 (s, 1H), 7.46 (d, 2H), 7.29 (d, 2H), 4.84 (s, 2H), 4.41 (s, 2...